From a dataset of the Open Reaction Database (ORD), a public repository of structured organic reaction records. describe an organic reaction: reactants, conditions, products, and yield The reactants are BrC1=C(C=CC2=C1C(=N[C@H](C(N2C)=O)C)C2=C(C=CC=C2)Cl)NC(=O)NC(C)(CO)CO (1-[(S)-6-bromo-5-(o-chlorophenyl)-2,3-dihydro-1,3-dimethyl-2-oxo-1H-1,4-benzodiazepin-7-yl]-3-[1,1-bis(hydroxymethyl)ethyl]urea), C(C)(=O)OC(C)=O (acetic anhydride), N1=CC=CC=C1 (pyridine), O (water). Run at time 1 hour. The product is C(C)(=O)OCC(C)(COC(C)=O)NC(=O)NC=1C=CC2=C(C(=N[C@H](C(N2C)=O)C)C2=C(C=CC=C2)Cl)C1Br ((S)-N-[2-(acetyloxy)-1-[(acetyloxy)methyl]-1-methylethyl]-N'-[6-bromo-5-(o-chlorophenyl)-2,3-dihydro-1,3-dimethyl-2-oxo-1H-1,4-benzodiazepin-7-yl]urea). As a reaction SMILES: [Br:1][C:2]1[C:7]2[C:8]([C:16]3[CH:21]=[CH:20][CH:19]=[CH:18][C:17]=3[Cl:22])=[N:9][C@@H:10]([CH3:15])[C:11](=[O:14])[N:12]([CH3:13])[C:6]=2[CH:5]=[CH:4][C:3]=1[NH:23][C:24]([NH:26][C:27]([CH2:31][OH:32])([CH2:29][OH:30])[CH3:28])=[O:25].[C:33](OC(=O)C)(=[O:35])[CH3:34].[OH2:40].N1[CH:46]=[CH:45]C=CC=1>>[C:33]([O:32][CH2:31][C:27]([NH:26][C:24]([NH:23][C:3]1[CH:4]=[CH:5][C:6]2[N:12]([CH3:13])[C:11](=[O:14])[C@H:10]([CH3:15])[N:9]=[C:8]([C:16]3[CH:21]=[CH:20][CH:19]=[CH:18][C:17]=3[Cl:22])[C:7]=2[C:2]=1[Br:1])=[O:25])([CH2:29][O:30][C:45](=[O:40])[CH3:46])[CH3:28])(=[O:35])[CH3:34]. Procedure: A solution of 5 g of 1-[(S)-6-bromo-5-(o-chlorophenyl)-2,3-dihydro-1,3-dimethyl-2-oxo-1H-1,4-benzodiazepin-7-yl]-3-[1,1-bis(hydroxymethyl)ethyl]urea in pyridine is treated with 4 ml of acetic anhydride, the mixture is stirred at room temperature for 1 hour, treated with water and extracted with methylene chloride. The organic phase is dried over sodium sulphate and evaporated, whereupon the residue is chromatographed on silica gel while eluting with chloroform and then recrystallized from petrol... The reactants are O=C(n1ccnc1)n1ccnc1, NC1C2CC3CC(C2)CC1C3, ClCCl, CC(C)(C)OC(=O)N1CCCC12CCNC2. The product is CC(C)(C)OC(=O)N1CCCC12CCN(C(=O)NC1C3CC4CC(C3)CC1C4)C2. Reaction SMILES: [C:12](=[O:13])([n:14]1[cH:15][cH:16][n:17][cH:18]1)[n:19]1[cH:20][cH:21][n:22][cH:23]1.[CH:1]12[CH:2]([NH2:11])[CH:3]3[CH2:4][CH:5]([CH2:6][CH:7]([CH2:8]1)[CH2:9]3)[CH2:10]2.[Cl:40][CH2:41][Cl:42].[N:24]1([C:33](=[O:34])[O:35][C:36]([CH3:37])([CH3:38])[CH3:39])[CH2:25][CH2:26][CH2:27][C:28]12[CH2:29][NH:30][CH2:31][CH2:32]2>>[CH:1]12[CH:2]([NH:11][C:12](=[O:13])[N:30]3[CH2:29][C:28]4([N:24]([C:33](=[O:34])[O:35][C:36]([CH3:37])([CH3:38])[CH3:39])[CH2:25][CH2:26][CH2:27]4)[CH2:32][CH2:31]3)[CH:3]3[CH2:4][CH:5]([CH2:6][CH:7]([CH2:8]1)[CH2:9]3)[CH2:10]2. The reactants are NC1=CC=NC=C1 (4-aminopyridine), C1=CC=CC=2C(C3=C(CCC21)C=CC=C3)C(=O)Cl (10,11-dihydro-5H-dibenzo[a,d]cyclohepten-5-ylcarbonyl chloride), O (water). Solvent: C1(=CC=CC=C1)C (toluene), N1=CC=CC=C1 (pyridine), C1(=CC=CC=C1)C (toluene). Reaction conditions: time 4 hour. The product is C1=CC=CC=2C(C3=C(CCC21)C=CC=C3)CNC3=CC=NC=C3 (N-[(10,11-dihydro-5H-dibenzo[a,d]-cyclohepten-5-yl) methyl]-4-pyridinamine). Isolated yield 109.4%. Reaction SMILES: [NH2:1][C:2]1[CH:7]=[CH:6][N:5]=[CH:4][CH:3]=1.[CH:8]1[C:18]2[CH2:17][CH2:16][C:15]3[CH:19]=[CH:20][CH:21]=[CH:22][C:14]=3[CH:13]([C:23](Cl)=O)[C:12]=2[CH:11]=[CH:10][CH:9]=1.O>N1C=CC=CC=1.C1(C)C=CC=CC=1>[CH:8]1[C:18]2[CH2:17][CH2:16][C:15]3[CH:19]=[CH:20][CH:21]=[CH:22][C:14]=3[CH:13]([CH2:23][NH:1][C:2]3[CH:7]=[CH:6][N:5]=[CH:4][CH:3]=3)[C:12]=2[CH:11]=[CH:10][CH:9]=1. Procedure: A solution of 4.7 grams (50 milliliters) of 4-aminopyridine in 50 cc of dry pyridine was treated dropwise at room temperature with a solution of 6.6 grams of 10,11-dihydro-5H-dibenzo[a,d]cyclohepten-5-ylcarbonyl chloride (M. A. Davis, Stanley O. Winthrop, J. Steward, F. A. Sunahara, and F. Herr, J. Medicin. Chem. 1963, 6, 251-5) in 50 cc of toluene. After the exothermic reaction subsided the mixture was stirred at room temperature for 4 hours and was then poured into 30 cc of water. 100 millilit... The solvent is ClCCl (dichloromethane). As a reaction SMILES: C1(P(C2C=CC=CC=2)C2C=CC=CC=2)C=CC=CC=1.CCOC(/N=N/C(OCC)=O)=O.[C:32]([O:36][CH3:37])(=[O:35])[CH2:33]O.[NH:38]1[C:42]([CH:43]2[CH2:48][CH2:47][N:46]([C:49]([O:51][C:52]([CH3:55])([CH3:54])[CH3:53])=[O:50])[CH2:45][CH2:44]2)=[N:41][N:40]=[N:39]1>ClCCl>[CH3:37][O:36][C:32](=[O:35])[CH2:33][N:41]1[C:42]([CH:43]2[CH2:48][CH2:47][N:46]([C:49]([O:51][C:52]([CH3:55])([CH3:54])[CH3:53])=[O:50])[CH2:45][CH2:44]2)=[N:38][N:39]=[N:40]1. Reaction conditions: time 16 hour. Starting materials: C1(=CC=CC=C1)P(C1=CC=CC=C1)C1=CC=CC=C1 (Triphenylphosphine), CCOC(=O)/N=N/C(=O)OCC (DEAD), C(CO)(=O)OC (methyl glycolate), N1N=NN=C1C1CCN(CC1)C(=O)OC(C)(C)C (tert-butyl 4-(1H-tetraazol-5-yl)piperidine-1-carboxylate). Product: COC(CN1N=NN=C1C1CCN(CC1)C(=O)OC(C)(C)C)=O (tert-butyl 4-[1-(2-methoxy-2-oxoethyl)-1H-tetraazol-5-yl]piperidine-1-carboxylate). Procedure: Triphenylphosphine (1.28 g, 4.89 mmol), DEAD (804 μL, 4.89 mmol), and methyl glycolate (378 μL, 4.89 mmol) were added to a solution of tert-butyl 4-(1H-tetraazol-5-yl)piperidine-1-carboxylate (619.7 mg, 2.447 mmol) in dichloromethane (20 mL). The reaction mixture was stirred for 16 h at rt and then concentrated under reduced pressure. Purification by MPLC (silica gel, 10-50% EtOAc/hexanes) afforded tert-butyl 4-[1-(2-methoxy-2-oxoethyl)-1H-tetraazol-5-yl]piperidine-1-carboxylate. ESI-MS calculat... Reactants: COC([C@H](CC1=CC=C(C=C1)C1=CC=C(C=C1)C#N)NC(=O)C1N(CC=2C=C3C(=CC2C1)OC[C@@H](O3)C3=CC=C(C=C3)OCC3=CC(=C(C=C3)Cl)Cl)S(=O)(=O)C3=C(N=C(S3)N)C)=O ((S)-2-({(S)-7-(2-Amino-4-methyl-thiazole-5-sulfonyl)-3-[4-(3,4-dichloro-benzyloxy)-phenyl]-2,3,6,7,8,9-hexahydro-[1,4]dioxino[2,3-g]isoquinoline-8-carbonyl}-amino)-3-(4′-cyano-biphenyl-4-yl)-propionic acid methyl ester), C(=O)(OC(C)(C)C)N1[C@H](C(=O)O)CCC1 (boc-L-proline). The product is C(#N)C1=CC=C(C=C1)C1=CC=C(C=C1)C[C@@H](C(=O)O)NC(=O)C1N(CC=2C=C3C(=CC2C1)OC[C@@H](O3)C3=CC=C(C=C3)OCC3=CC(=C(C=C3)Cl)Cl)S(=O)(=O)C3=C(N=C(S3)NC(=O)[C@H]3NCCC3)C ((S)-3-(4′-Cyano-biphenyl-4-yl)-2-[((S)-3-[4-(3,4-dichloro-benzyloxy)-phenyl]-7-{4-methyl-2-[((S)-pyrrolidine-2-carbonyl)-amino]-thiazole-5-sulfonyl}-2,3,6,7,8,9-hexahydro-[1,4]dioxino[2,3-g]isoquinoline-8-carbonyl)-amino]-propionic acid). Procedure details: The title compound (18 mg) was prepared from (S)-2-({(S)-7-(2-Amino-4-methyl-thiazole-5-sulfonyl)-3-[4-(3,4-dichloro-benzyloxy)-phenyl]-2,3,6,7,8,9-hexahydro-[1,4]dioxino[2,3-g]isoquinoline-8-carbonyl}-amino)-3-(4′-cyano-biphenyl-4-yl)-propionic acid methyl ester and boc-L-proline according to General Procedures L, C, and B. LCMS (m/z): 1008. RXN SMILES: C[O:2][C:3](=[O:63])[C@@H:4]([NH:20][C:21]([CH:23]1[CH2:32][C:31]2[CH:30]=[C:29]3[O:33][CH2:34][C@H:35]([C:37]4[CH:42]=[CH:41][C:40]([O:43][CH2:44][C:45]5[CH:50]=[CH:49][C:48]([Cl:51])=[C:47]([Cl:52])[CH:46]=5)=[CH:39][CH:38]=4)[O:36][C:28]3=[CH:27][C:26]=2[CH2:25][N:24]1[S:53]([C:56]1[S:60][C:59]([NH2:61])=[N:58][C:57]=1[CH3:62])(=[O:55])=[O:54])=[O:22])[CH2:5][C:6]1[CH:11]=[CH:10][C:9]([C:12]2[CH:17]=[CH:16][C:15]([C:18]#[N:19])=[CH:14][CH:13]=2)=[CH:8][CH:7]=1.C([N:71]1[CH2:78][CH2:77][CH2:76][C@H:72]1[C:73]([OH:75])=O)(OC(C)(C)C)=O>>[C:18]([C:15]1[CH:14]=[CH:13][C:12]([C:9]2[CH:8]=[CH:7][C:6]([CH2:5][C@H:4]([NH:20][C:21]([CH:23]3[CH2:32][C:31]4[CH:30]=[C:29]5[O:33][CH2:34][C@H:35]([C:37]6[CH:38]=[CH:39][C:40]([O:43][CH2:44][C:45]7[CH:50]=[CH:49][C:48]([Cl:51])=[C:47]([Cl:52])[CH:46]=7)=[CH:41][CH:42]=6)[O:36][C:28]5=[CH:27][C:26]=4[CH2:25][N:24]3[S:53]([C:56]3[S:60][C:59]([NH:61][C:73]([C@@H:72]4[CH2:76][CH2:77][CH2:78][NH:71]4)=[O:75])=[N:58][C:57]=3[CH3:62])(=[O:54])=[O:55])=[O:22])[C:3]([OH:63])=[O:2])=[CH:11][CH:10]=2)=[CH:17][CH:16]=1)#[N:19]. The reactants are O=C([O-])[O-], CCOC(=O)C1CCCN1C(=O)Cc1cccc(O)c1, Cc1oc(-c2ccccc2)nc1CCl, [K+], [K+], CN(C)C=O. Yields the product CCOC(=O)C1CCCN1C(=O)Cc1cccc(OCc2nc(-c3ccccc3)oc2C)c1. RXN SMILES: [C:21](=[O:22])([O-:23])[O-:24].[CH2:1]([CH3:2])[O:3][C:4](=[O:5])[CH:6]1[N:7]([C:11]([CH2:12][c:13]2[cH:14][c:15]([OH:19])[cH:16][cH:17][cH:18]2)=[O:20])[CH2:8][CH2:9][CH2:10]1.[Cl:27][CH2:28][c:29]1[n:30][c:31](-[c:35]2[cH:36][cH:37][cH:38][cH:39][cH:40]2)[o:32][c:33]1[CH3:34].[K+:25].[K+:26].[O:41]=[CH:42][N:43]([CH3:44])[CH3:45]>>[CH2:1]([CH3:2])[O:3][C:4](=[O:5])[CH:6]1[N:7]([C:11]([CH2:12][c:13]2[cH:14][c:15]([O:19][CH2:28][c:29]3[n:30][c:31](-[c:35]4[cH:36][cH:37][cH:38][cH:39][cH:40]4)[o:32][c:33]3[CH3:34])[cH:16][cH:17][cH:18]2)=[O:20])[CH2:8][CH2:9][CH2:10]1. Reactants: O (water), C(C)(=O)NC1=C(C(=NN1)CC1=CC=CC=C1)C(=S)OC (Methyl 5-acetamido-3-benzylthiopyrazole-4-carboxylate), S(=O)(=O)(Cl)Cl (Sulphuryl chloride). The solvent is C(Cl)Cl (methylene chloride), C(Cl)Cl (methylene chloride). Run at temperature 0 celsius, time 3 hour. Yields the product C(C)(=O)NC1=C(C(=NN1)S(=O)(=O)Cl)C(=O)OC (5-Acetamido-4-methoxycarbonylpyrazole-3-sulphonyl chloride). RXN SMILES: [C:1]([NH:4][C:5]1[NH:9][N:8]=[C:7](CC2C=CC=CC=2)[C:6]=1[C:17]([O:19][CH3:20])=S)(=[O:3])[CH3:2].[OH2:21].[S:22]([Cl:26])(Cl)(=[O:24])=[O:23]>C(Cl)Cl>[C:1]([NH:4][C:5]1[NH:9][N:8]=[C:7]([S:22]([Cl:26])(=[O:24])=[O:23])[C:6]=1[C:17]([O:19][CH3:20])=[O:21])(=[O:3])[CH3:2]. Reported procedure: 73.0 g (239 mmol) Methyl 5-acetamido-3-benzylthiopyrazole-4-carboxylate was dissolved in 470 ml methylene chloride and treated with 124.15 g silica gel and 25.6 g water and cooled to 0° C. 160.6 g (1.19 mol) Sulphuryl chloride in 730 ml methylene chloride was added dropwise. The mixture was stirred for 3 hours at 0° C., filtered, washed several times with methylene chloride, dried over magnesium sulphate and concentrated. The residue was triturated with ether/hexane, the crystals suction filtere...